Dataset: the Open Reaction Database (ORD), a public repository of structured organic reaction records. Task: describe an organic reaction: reactants, conditions, products, and yield Product: CC(C)(C)C(=O)Oc1ccc(-c2nnn(Cc3ccccc3NS(C)(=O)=O)n2)cc1. RXN SMILES: [C:6]([C:7]([CH3:8])([CH3:9])[CH3:10])(=[O:11])[O:12][c:13]1[cH:14][cH:15][c:16](-[c:19]2[n:20][n:21][n:22]([CH2:24][c:25]3[c:26]([NH2:31])[cH:27][cH:28][cH:29][cH:30]3)[n:23]2)[cH:17][cH:18]1.[CH3:1][S:2]([Cl:3])(=[O:4])=[O:5].[Cl:38][CH2:39][Cl:40].[cH:32]1[cH:33][cH:34][n:35][cH:36][cH:37]1>>[CH3:1][S:2](=[O:4])(=[O:5])[NH:31][c:26]1[c:25]([CH2:24][n:22]2[n:21][n:20][c:19](-[c:16]3[cH:15][cH:14][c:13]([O:12][C:6]([C:7]([CH3:8])([CH3:9])[CH3:10])=[O:11])[cH:18][cH:17]3)[n:23]2)[cH:30][cH:29][cH:28][cH:27]1. Starting materials: CC(C)(C)C(=O)Oc1ccc(-c2nnn(Cc3ccccc3N)n2)cc1, CS(=O)(=O)Cl, ClCCl, c1ccncc1.